Dataset: the Open Reaction Database (ORD), a public repository of structured organic reaction records. Task: describe an organic reaction: reactants, conditions, products, and yield Reactants: ClC=1C=C(C(=NC1NC1=NNC(=C1)C1CC1)N[C@@H](C)C1=CC=C(C=C1)F)N ((S)-5-chloro-N6-(5-cyclopropyl-1H-pyrazol-3-yl)-N2-(1-(4-fluorophenyl)ethyl)pyridine-2,3,6-triamine), C(C)(=O)O.C(=N)N (formamidine acetate), C(=O)(O)[O-].[Na+] (NaHCO3), CCOC(=O)C (EtOAc). Run in CCO (EtOH). Conditions: temperature 25 celsius. Product: ClC=1C=C2C(=NC1NC1=NNC(=C1)C1CC1)N(C=N2)[C@@H](C)C2=CC=C(C=C2)F ((S)-6-Chloro-N-(5-cyclopropyl-1H-pyrazol-3-yl)-3-(1-(4-fluorophenyl)ethyl)-3H-imidazo[4,5-b]pyridin-5-amine). Yield: 47.5%. Reaction SMILES: [Cl:1][C:2]1[CH:3]=[C:4]([NH2:27])[C:5]([NH:17][C@H:18]([C:20]2[CH:25]=[CH:24][C:23]([F:26])=[CH:22][CH:21]=2)[CH3:19])=[N:6][C:7]=1[NH:8][C:9]1[CH:13]=[C:12]([CH:14]2[CH2:16][CH2:15]2)[NH:11][N:10]=1.[C:28](O)(=O)C.C(N)=N.C([O-])(O)=O.[Na+].CCOC(C)=O>CCO>[Cl:1][C:2]1[CH:3]=[C:4]2[N:27]=[CH:28][N:17]([C@H:18]([C:20]3[CH:21]=[CH:22][C:23]([F:26])=[CH:24][CH:25]=3)[CH3:19])[C:5]2=[N:6][C:7]=1[NH:8][C:9]1[CH:13]=[C:12]([CH:14]2[CH2:16][CH2:15]2)[NH:11][N:10]=1 |f:1.2,3.4|. Procedure: A mixture of (S)-5-chloro-N6-(5-cyclopropyl-1H-pyrazol-3-yl)-N2-(1-(4-fluorophenyl)ethyl)pyridine-2,3,6-triamine (Method 27; 0.300 g, 0.77 mmol) and formamidine acetate (0.129 g, 1.24 mmol) in EtOH (5 ml) was heated at reflux overnight. After cooling to 25° C., the reaction mixture was treated with saturated NaHCO3 (10 ml) and EtOAc (30 ml). The organic layer was separated, washed with brine (10 ml), and dried over Na2SO4. The solvent was removed under reduced pressure and the residue was purifi... Starting materials: C(CC1=CC=CC=C1)NC(=O)C1=NC=CC=C1 (pyridine-2-carboxylic acid phenethyl-amide), polyphosphoric acid, [OH-].[NH4+] (ammonium hydroxide). Run in O (water). Run at temperature 155 celsius, time 60 minute. Yields the product N1=C(C=CC=C1)C1=NCCC2=CC=CC=C12 (1-pyridin-2-yl-3,4-dihydro-isoquinoline). The yield is 90.0%. Reaction SMILES: [CH2:1]([NH:9][C:10]([C:12]1[CH:17]=[CH:16][CH:15]=[CH:14][N:13]=1)=O)[CH2:2][C:3]1[CH:8]=[CH:7][CH:6]=[CH:5][CH:4]=1.[OH-].[NH4+]>O>[N:13]1[CH:14]=[CH:15][CH:16]=[CH:17][C:12]=1[C:10]1[C:8]2[C:3](=[CH:4][CH:5]=[CH:6][CH:7]=2)[CH2:2][CH2:1][N:9]=1 |f:1.2|. Reported procedure: A mixture of 14 g of pyridine-2-carboxylic acid phenethyl-amide and 300 g of polyphosphoric acid was stirred at 140° C. for 90 min., at 150° C. for 60 min. and finally at 155° C. for 60 min. The solution was cooled to 120° C. and poured into 2 l of water while stirring. The mixture was stirred at room temperature for a further 15 min. and made basic (strong warming|) by the addition of about 300 ml of 25% ammonium hydroxide while cooling with ice and stirring. Thereafter, the mixture was extract...